This data is from the Open Reaction Database (ORD), a public repository of structured organic reaction records. The task is: describe an organic reaction: reactants, conditions, products, and yield The reactants are NC=1C(=NC(=C(N1)Cl)Cl)C=O (3-amino-5,6-dichloropyrazinaldehyde), C1(=CC=CC=C1)NN (phenylhydrazine). Solvent: C(C)O (ethanol). Product: ClC=1N=C(C(=NC1Cl)N)C=NNC1=CC=CC=C1 (5,6-dichloro-3-[(2-phenylhydrazono)methyl]pyrazinamine). As a reaction SMILES: [NH2:1][C:2]1[C:3]([CH:10]=O)=[N:4][C:5]([Cl:9])=[C:6]([Cl:8])[N:7]=1.[C:12]1([NH:18][NH2:19])[CH:17]=[CH:16][CH:15]=[CH:14][CH:13]=1>C(O)C>[Cl:9][C:5]1[N:4]=[C:3]([CH:10]=[N:19][NH:18][C:12]2[CH:17]=[CH:16][CH:15]=[CH:14][CH:13]=2)[C:2]([NH2:1])=[N:7][C:6]=1[Cl:8]. Procedure: 0.96 gram (0.005 mole) of 3-amino-5,6-dichloropyrazinaldehyde, 0.54 gram (0.005 mole) of phenylhydrazine and 20 milliliters of ethanol were heated with stirring and refluxed for 10 minutes to obtain a 5,6-dichloro-3-[(2-phenylhydrazono)methyl]pyrazinamine product as a solid. The reaction mixture was allowed to cool and the solid product recovered by filtration and recrystallized from ethanol to obtain 0.71 gram (50 percent yield) of purified product as yellow flakes, m.p. 277°-278° C. (dec.). El... Reactants: FC=1C=CC(=C(C1)O)[N+](=O)[O-] (5-fluoro-2-nitro-phenol), [H-].[Na+] (sodium hydride), C([O-])([O-])=O.[Cs+].[Cs+] (cesium carbonate), CI (methyl iodide). Run in C1CCOC1 (THF), C(C)(=O)OCC (ethyl acetate). Conditions: time 10 hour. Yields the product FC1=CC(=C(C=C1)[N+](=O)[O-])OC (4-fluoro-2-methoxy-1-nitro-benzene). RXN SMILES: [F:1][C:2]1[CH:3]=[CH:4][C:5]([N+:9]([O-:11])=[O:10])=[C:6]([OH:8])[CH:7]=1.[H-].[Na+].CI.[C:16](=O)([O-])[O-].[Cs+].[Cs+]>C1COCC1.C(OCC)(=O)C>[F:1][C:2]1[CH:3]=[CH:4][C:5]([N+:9]([O-:11])=[O:10])=[C:6]([O:8][CH3:16])[CH:7]=1 |f:1.2,4.5.6|. Procedure details: To a solution of 5-fluoro-2-nitro-phenol (369 mg, 2.35 mmol) in 5 mL THF, sodium hydride (96 mg, 2.46 mmol) was added at room temperature, followed by methyl iodide (0.88 ml, 14 mmol). The mixture was stirred at room temperature for 10 hours, and then cesium carbonate (744 mg, 2.35 mmol) was added. The mixture was stirred at room temperature for additional 4 hours, then diluted with ethyl acetate and washed with brine. The organic layers were combined and concentrated in vacuo to give a crude re... Starting materials: FC=1C=CC(=NC1)C1=CC=C(C=C1)CC(=O)OC (methyl [4-(5-fluoropyridin-2-yl)phenyl]acetate), C(CCC)[Li] (n-Butyllithium), CN(S(=O)(=O)N1C=NC(=C1)CC(C=C)(C(F)(F)F)C)C (N,N-dimethyl-4-[2-methyl-2-(trifluoromethyl)but-3-en-1-yl]-1H-imidazole-1-sulfonamide), CN(S(=O)(=O)N1C=NC(=C1)CC(C=C)(C(F)(F)F)C)C (N,N-dimethyl-4-[2-methyl-2-(trifluoromethyl)but-3-en-1-yl]-1H-imidazole-1-sulfonamide). The solvent is O1CCCC1 (tetrahydrofuran), O1CCCC1 (tetrahydrofuran). Reaction conditions: temperature -10 celsius, time 3 hour. The product is FC=1C=CC(=NC1)C1=CC=C(C=C1)CC(=O)C=1N(C=C(N1)CC(C=C)(C(F)(F)F)C)S(=O)(=O)N(C)C ({[4-(5-fluoropyridin-2-yl)phenyl]acetyl}-N,N-dimethyl-4-[2-methyl-2-(trifluoromethyl)but-3-en-1-yl]-1H-imidazole-1-sulfonamide). RXN SMILES: C([Li])CCC.[CH3:6][N:7]([CH3:25])[S:8]([N:11]1[CH:15]=[C:14]([CH2:16][C:17]([CH3:24])([C:20]([F:23])([F:22])[F:21])[CH:18]=[CH2:19])[N:13]=[CH:12]1)(=[O:10])=[O:9].[F:26][C:27]1[CH:28]=[CH:29][C:30]([C:33]2[CH:38]=[CH:37][C:36]([CH2:39][C:40](OC)=[O:41])=[CH:35][CH:34]=2)=[N:31][CH:32]=1>O1CCCC1>[F:26][C:27]1[CH:28]=[CH:29][C:30]([C:33]2[CH:38]=[CH:37][C:36]([CH2:39][C:40]([C:12]3[N:11]([S:8]([N:7]([CH3:6])[CH3:25])(=[O:10])=[O:9])[CH:15]=[C:14]([CH2:16][C:17]([CH3:24])([C:20]([F:23])([F:22])[F:21])[CH:18]=[CH2:19])[N:13]=3)=[O:41])=[CH:35][CH:34]=2)=[N:31][CH:32]=1. Procedure details: n-Butyllithium (1.6 M in hexane) (4.19 mL, 6.7 mmol) was added to a −78° C. solution of N,N-dimethyl-4-[2-methyl-2-(trifluoromethyl)but-3-en-1-yl]-1H-imidazole-1-sulfonamide (Intermediate 4) (1.74 g, 5.59 mmol) in tetrahydrofuran (6 mL). After warming to −10° C. over 1 h, methyl [4-(5-fluoropyridin-2-yl)phenyl]acetate (1.14 g, 5.59 mmol) in tetrahydrofuran (6 mL) was added and the reaction allowed to warm to ambient temperature. After stirring at ambient temperature for 3 h, the reaction mixture... Reactants: Cn1ncc2c(F)c(Cc3cnc4ccc(Cl)nn34)c(F)cc21, O=C1CNCCN1. Product: Cn1ncc2c(F)c(Cc3cnc4ccc(N5CCNC(=O)C5)nn34)c(F)cc21. Reaction SMILES: [Cl:1][c:2]1[cH:3][cH:4][c:5]2[n:6]([n:7]1)[c:8]([CH2:11][c:12]1[c:13]([F:23])[c:14]3[cH:15][n:16][n:17]([CH3:22])[c:18]3[cH:19][c:20]1[F:21])[cH:9][n:10]2.[NH:24]1[C:25](=[O:30])[CH2:26][NH:27][CH2:28][CH2:29]1>>[c:2]1([N:27]2[CH2:26][C:25](=[O:30])[NH:24][CH2:29][CH2:28]2)[cH:3][cH:4][c:5]2[n:6]([n:7]1)[c:8]([CH2:11][c:12]1[c:13]([F:23])[c:14]3[cH:15][n:16][n:17]([CH3:22])[c:18]3[cH:19][c:20]1[F:21])[cH:9][n:10]2.